describe an organic reaction: reactants, conditions, products, and yield From a dataset of the Open Reaction Database (ORD), a public repository of structured organic reaction records. Reactants: C(C1=CC=CC=C1)(=O)NC1=CC=C(C=C1)C1=CC=C2CN(C(C2=C1)=O)[C@H](C(=O)OC)C(C)C ((S)-Methyl 2-(6-(4-benzamidophenyl)-1-oxoisoindolin-2-yl)-3-methylbutanoate), NC1=CC=C(C=C1)C1=CC=C2CN(C(C2=C1)=O)[C@H](C(=O)OC)C(C)C ((S)-Methyl 2-(6-(4-aminophenyl)-1-oxoisoindolin-2-yl)-3-methylbutanoate), FC1=C(C(=O)Cl)C=CC=C1C(F)(F)F (2-fluoro-3-trifluoromethyl benzoyl chloride). Yields the product FC1=C(C(=O)NC2=CC=C(C=C2)C2=CC=C3CN(C(C3=C2)=O)[C@H](C(=O)OC)C(C)C)C=CC=C1C(F)(F)F ((S)-Methyl 2-(6-(4-(2-fluoro-3-(trifluoromethyl)benzamido)phenyl)-1-oxoisoindolin-2-yl)-3-methylbutanoate). Isolated yield 32.0%. As a reaction SMILES: C(NC1C=CC(C2C=C3C(CN([C@@H](C(C)C)C(OC)=O)C3=O)=CC=2)=CC=1)(=O)C1C=CC=CC=1.[NH2:34][C:35]1[CH:40]=[CH:39][C:38]([C:41]2[CH:49]=[C:48]3[C:44]([CH2:45][N:46]([C@@H:51]([CH:56]([CH3:58])[CH3:57])[C:52]([O:54][CH3:55])=[O:53])[C:47]3=[O:50])=[CH:43][CH:42]=2)=[CH:37][CH:36]=1.[F:59][C:60]1[C:68]([C:69]([F:72])([F:71])[F:70])=[CH:67][CH:66]=[CH:65][C:61]=1[C:62](Cl)=[O:63]>>[F:59][C:60]1[C:68]([C:69]([F:70])([F:71])[F:72])=[CH:67][CH:66]=[CH:65][C:61]=1[C:62]([NH:34][C:35]1[CH:36]=[CH:37][C:38]([C:41]2[CH:49]=[C:48]3[C:44]([CH2:45][N:46]([C@@H:51]([CH:56]([CH3:58])[CH3:57])[C:52]([O:54][CH3:55])=[O:53])[C:47]3=[O:50])=[CH:43][CH:42]=2)=[CH:39][CH:40]=1)=[O:63]. Reported procedure: The compound of example 193 was prepared analogous to compound of example 97 by reaction of compound of example 6 with 2-fluoro-3-trifluoromethyl benzoyl chloride. The reactants are NCCO, c1ccc(C2CO2)cc1, O. Product: OCCNCC(O)c1ccccc1. Reaction SMILES: [CH2:10]([OH:11])[CH2:12][NH2:13].[CH2:1]1[CH:2]([c:3]2[cH:4][cH:5][cH:6][cH:7][cH:8]2)[O:9]1.[OH2:14]>>[CH2:1]([CH:2]([c:3]1[cH:4][cH:5][cH:6][cH:7][cH:8]1)[OH:9])[NH:13][CH2:12][CH2:10][OH:11]. Reactants: CC(CNC1=C(C=NC2=CC=CC=C12)N)(CC1(OCCO1)C)C (N4-[2,2-dimethyl-3-(2-methyl-[1,3]dioxolan-2-yl)propyl]quinoline-3,4-diamine), C(OC)(OC)OC (trimethyl orthoformate). Product: CC(CN1C=NC=2C=NC=3C=CC=CC3C21)(CC2(OCCO2)C)C (1-[2,2-dimethyl-3-(2-methyl[1,3]dioxolan-2-yl)propyl]-1H-imidazo[4,5-c]quinoline). The yield is 270.4%. Reaction SMILES: [CH3:1][C:2]([CH3:23])([CH2:16][C:17]1([CH3:22])[O:21][CH2:20][CH2:19][O:18]1)[CH2:3][NH:4][C:5]1[C:14]2[C:9](=[CH:10][CH:11]=[CH:12][CH:13]=2)[N:8]=[CH:7][C:6]=1[NH2:15].[CH:24](OC)(OC)OC>>[CH3:1][C:2]([CH3:23])([CH2:16][C:17]1([CH3:22])[O:21][CH2:20][CH2:19][O:18]1)[CH2:3][N:4]1[C:5]2[C:14]3[CH:13]=[CH:12][CH:11]=[CH:10][C:9]=3[N:8]=[CH:7][C:6]=2[N:15]=[CH:24]1. Reported procedure: The general method described in Step 6 of Example 22 was used to cyclize N4-[2,2-dimethyl-3-(2-methyl-[1,3]dioxolan-2-yl)propyl]quinoline-3,4-diamine (8.1 g, 25.7 mmol) by reaction with trimethyl orthoformate (3.3 g, 10 mmol) to provide 1-[2,2-dimethyl-3-(2-methyl[1,3]dioxolan-2-yl)propyl]-1H-imidazo[4,5-c]quinoline (8.8 g) as an oil that was used directly in the next step without further purification. RXN SMILES: [Cl:1][C:2]1[CH:7]=[CH:6][C:5]([C:8]2[CH:13]=[CH:12][C:11]([C:14](=[O:20])[CH2:15][CH2:16][C:17]([OH:19])=[O:18])=[CH:10][CH:9]=2)=[C:4]([CH3:21])[CH:3]=1.[BH4-].[Na+].C1(N)CCCCC1>C(Cl)CCl.C(OCC)(=O)C>[Cl:1][C:2]1[CH:7]=[CH:6][C:5]([C:8]2[CH:9]=[CH:10][C:11]([CH:14]([OH:20])[CH2:15][CH2:16][C:17]([OH:19])=[O:18])=[CH:12][CH:13]=2)=[C:4]([CH3:21])[CH:3]=1 |f:1.2,4.5|. Reported procedure: Prepared analogous to Example 25 by reduction of 4-(4'-chloro-2'-methyl-4-biphenylyl)-4-oxo-butyric acid (m.p. 153°-154° C.) with sodium borohydride. Yield: 96%. Melting point of the cyclohexylamine salt: 139°-140° C. (from ethylene chloride/ethyl acetate 5:1). Run in C(CCl)Cl.C(C)(=O)OCC (ethylene chloride ethyl acetate). Reactants: ClC1=CC(=C(C=C1)C1=CC=C(C=C1)C(CCC(=O)O)=O)C (4-(4'-chloro-2'-methyl-4-biphenylyl)-4-oxo-butyric acid), [BH4-].[Na+] (sodium borohydride), C1(CCCCC1)N (cyclohexylamine). The yield is 96.0%. Product: ClC1=CC(=C(C=C1)C1=CC=C(C=C1)C(CCC(=O)O)O)C (4-(4'-Chloro-2'-methyl-4-biphenylyl)-4-hydroxy-butyric acid). Starting materials: CS(=O)(=O)c1ccc(-c2ccc3cnc(O)nn23)cc1, Nc1ccc(C2CCN(CCO)CC2)cc1. Product: CS(=O)(=O)c1ccc(-c2ccc3cnc(Nc4ccc(C5CCN(CCO)CC5)cc4)nn23)cc1. RXN SMILES: [CH3:1][S:2](=[O:3])(=[O:4])[c:5]1[cH:6][cH:7][c:8](-[c:11]2[cH:12][cH:13][c:14]3[cH:15][n:16][c:17]([OH:20])[n:18][n:19]23)[cH:9][cH:10]1.[NH2:21][c:22]1[cH:23][cH:24][c:25]([CH:28]2[CH2:29][CH2:30][N:31]([CH2:34][CH2:35][OH:36])[CH2:32][CH2:33]2)[cH:26][cH:27]1>>[CH3:1][S:2](=[O:3])(=[O:4])[c:5]1[cH:6][cH:7][c:8](-[c:11]2[cH:12][cH:13][c:14]3[cH:15][n:16][c:17]([NH:21][c:22]4[cH:23][cH:24][c:25]([CH:28]5[CH2:29][CH2:30][N:31]([CH2:34][CH2:35][OH:36])[CH2:32][CH2:33]5)[cH:26][cH:27]4)[n:18][n:19]23)[cH:9][cH:10]1. Starting materials: CN(C)C=O (DMF), BrC1=C(C(=CC=C1)Br)C (2,6-Dibromotoluene), [Li]CCCC (n-BuLi), CCOCC (ether). Solvent: C1CCOC1 (THF). Run at time 20 minute. Product: BrC=1C(=C(C=NC1)C=O)C (5-bromo-4-methyl-pyridine-3-carbaldehyde). RXN SMILES: Br[C:2]1[CH:7]=C[CH:5]=[C:4]([Br:8])[C:3]=1[CH3:9].CC[O:12]CC.[Li]CCCC.[CH3:20][N:21](C=O)C>C1COCC1>[Br:8][C:4]1[C:3]([CH3:9])=[C:2]([CH:7]=[O:12])[CH:20]=[N:21][CH:5]=1. Reported procedure: 2,6-Dibromotoluene (9.8 g, 39 mmol) in THF (300 mL) was stirred under N2 and was then cooled to −100° C. (ether/liquid N2). n-BuLi (16.4 mL, 41 mmol, 2.5 M in hexane) was then added drop wise and after stirring for 5 minutes DMF (4.5 mL, 58.6 mmol) was added. The reaction was stirred for a further 20 minutes and then for an hour at −78° C. The reaction was quenched with saturated aqueous NH4Cl and allowed to warm up to room temperature. The reaction was diluted with water and the pH adjusted to ... Reactants: BrC1=CC(=C(S1)C(=O)N)NC(CC1CCCC1)=O (5-bromo-3-[(cyclopentylacetyl)amino]thiophene-2-carboxamide), [OH-].[Na+] (sodium hydroxide), C(C)O (ethanol), Cl (hydrochloric acid). Run in O (Water). Reaction conditions: temperature 70 celsius, time 2 hour. Product: BrC1=CC=2N=C(NC(C2S1)=O)CC1CCCC1 (6-bromo-2-(cyclopentylmethyl)thieno[3,2-d]pyrimidin-4(3H)-one). Yield: 60.2%. RXN SMILES: [Br:1][C:2]1[S:6][C:5]([C:7]([NH2:9])=[O:8])=[C:4]([NH:10][C:11](=O)[CH2:12][CH:13]2[CH2:17][CH2:16][CH2:15][CH2:14]2)[CH:3]=1.[OH-].[Na+].C(O)C.Cl>O>[Br:1][C:2]1[S:6][C:5]2[C:7](=[O:8])[NH:9][C:11]([CH2:12][CH:13]3[CH2:17][CH2:16][CH2:15][CH2:14]3)=[N:10][C:4]=2[CH:3]=1 |f:1.2|. Procedure: To 5-bromo-3-[(cyclopentylacetyl)amino]thiophene-2-carboxamide (290 mg) were added 2M aqueous sodium hydroxide solution (1.75 mL) and ethanol (3.0 mL), and the mixture was stirred at 70° C. for 2 hr. The reaction system was neutralized with 1M hydrochloric acid at 0° C. Water (2 mL) was added, and the precipitate was collected by filtration to give the title compound (165 mg) as a white solid.